From a dataset of the Open Reaction Database (ORD), a public repository of structured organic reaction records. describe an organic reaction: reactants, conditions, products, and yield Starting materials: O=[Cr](=O)(O)O, COc1ccc(C(=O)Nc2ccccc2C(O)c2ccccn2)cc1, c1ccncc1. Yields the product COc1ccc(C(=O)Nc2ccccc2C(=O)c2ccccn2)cc1. Reaction SMILES: [Cr:32]([OH:33])([OH:34])(=[O:35])=[O:36].[OH:1][CH:2]([c:3]1[c:4]([NH:5][C:6]([c:7]2[cH:8][cH:9][c:10]([O:13][CH3:14])[cH:11][cH:12]2)=[O:15])[cH:16][cH:17][cH:18][cH:19]1)[c:20]1[n:21][cH:22][cH:23][cH:24][cH:25]1.[n:26]1[cH:27][cH:28][cH:29][cH:30][cH:31]1>>[O:1]=[C:2]([c:3]1[c:4]([NH:5][C:6]([c:7]2[cH:8][cH:9][c:10]([O:13][CH3:14])[cH:11][cH:12]2)=[O:15])[cH:16][cH:17][cH:18][cH:19]1)[c:20]1[n:21][cH:22][cH:23][cH:24][cH:25]1. The reactants are O.N (ammonia water), BrC=1C(N(C=C(C1)C1=NC=CC=C1)C1=CC=CC=C1)=O (3-bromo-5-(2-pyridyl)-1-phenyl-1,2-dihydropyridin-2-one), C1(=CC=CC=C1)O (phenol), C([O-])([O-])=O.[K+].[K+] (potassium carbonate). The reagents and catalysts are [Cu](I)I (copper iodide). The solvent is CN(C=O)C (dimethylformamide). Conditions: temperature 150 celsius, time 5 hour. The product is O(C1=CC=CC=C1)C=1C(N(C=C(C1)C1=NC=CC=C1)C1=CC=CC=C1)=O (3-Phenoxy-5-(2-pyridyl)-1-phenyl-1,2-dihydropyridin-2-one). Yield: 63.4%. RXN SMILES: Br[C:2]1[C:3](=[O:20])[N:4]([C:14]2[CH:19]=[CH:18][CH:17]=[CH:16][CH:15]=2)[CH:5]=[C:6]([C:8]2[CH:13]=[CH:12][CH:11]=[CH:10][N:9]=2)[CH:7]=1.[C:21]1([OH:27])[CH:26]=[CH:25][CH:24]=[CH:23][CH:22]=1.C(=O)([O-])[O-].[K+].[K+].O.N>CN(C)C=O.[Cu](I)I>[O:27]([C:2]1[C:3](=[O:20])[N:4]([C:14]2[CH:19]=[CH:18][CH:17]=[CH:16][CH:15]=2)[CH:5]=[C:6]([C:8]2[CH:13]=[CH:12][CH:11]=[CH:10][N:9]=2)[CH:7]=1)[C:21]1[CH:26]=[CH:25][CH:24]=[CH:23][CH:22]=1 |f:2.3.4,5.6|. Procedure: 100 mg of 3-bromo-5-(2-pyridyl)-1-phenyl-1,2-dihydropyridin-2-one and 58 mg of phenol were dissolved in 10 ml of dimethylformamide, to which 84 mg of potassium carbonate and 6 mg of copper iodide were added, and the mixture was stirred at 150° C. for 5 hours. The reaction solution was cooled to room temperature, to which ammonia water was added, and extracted with ethyl acetate. The organic layer was washed with saturated saline water and dried by magnesium sulfate anhydride, and the solvent was... Reactants: CC(=O)O[BH-](OC(C)=O)OC(C)=O, O=C([O-])O, COc1ccc2ccccc2c1CC=O, CC(=O)O, NC(=O)c1ccc2ccn(C3CCNCC3)c2c1, [Na+], [Na+], C1CCOC1. The product is COc1ccc2ccccc2c1CCN1CCC(n2ccc3ccc(C(N)=O)cc32)CC1. As a reaction SMILES: [C:34]([O:35][BH-:36]([O:37][C:38](=[O:39])[CH3:40])[O:41][C:42](=[O:43])[CH3:44])(=[O:45])[CH3:46].[C:48](=[O:49])([OH:50])[O-:51].[CH3:19][O:20][c:21]1[c:22]([CH2:31][CH:32]=[O:33])[c:23]2[cH:24][cH:25][cH:26][cH:27][c:28]2[cH:29][cH:30]1.[CH3:58][C:59](=[O:60])[OH:61].[NH:1]1[CH2:2][CH2:3][CH:4]([n:7]2[cH:8][cH:9][c:10]3[cH:11][cH:12][c:13]([C:16](=[O:17])[NH2:18])[cH:14][c:15]23)[CH2:5][CH2:6]1.[Na+:47].[Na+:52].[O:53]1[CH2:54][CH2:55][CH2:56][CH2:57]1>>[N:1]1([CH2:32][CH2:31][c:22]2[c:21]([O:20][CH3:19])[cH:30][cH:29][c:28]3[c:23]2[cH:24][cH:25][cH:26][cH:27]3)[CH2:2][CH2:3][CH:4]([n:7]2[cH:8][cH:9][c:10]3[cH:11][cH:12][c:13]([C:16](=[O:17])[NH2:18])[cH:14][c:15]23)[CH2:5][CH2:6]1. The reactants are ClC1=C(C(=CC(=C1)CNC(=NC(CC1=CNC2=CC=C(C=C12)OC)=O)N)Cl)NC(C)=O (N-(2,6-Dichloro-4-{N′-[2-(5-methoxy-1H-indol-3-yl)-acetyl]-guanidinomethyl}-phenyl)-acetamide), ClC=1C=C(CN)C=C(C1N)Cl (3,5-Dichloro-4-aminobenzylamine), ( B ), BrC=1C=C2C(=CNC2=CC1)CC(=O)O (2-(5-bromo-1H-indol-3-yl)acetic acid), ( A ), 467.90/469.86/471.83. The product is NC1=C(C=C(CNC(=N)NC(CC2=CNC3=CC=C(C=C23)Br)=O)C=C1Cl)Cl (N-(4-Amino-3,5-dichloro-benzyl)-N′-[2-(5-bromo-1H-indol-3-yl)-acetyl]-guanidine). As a reaction SMILES: [Cl:1][C:2]1[CH:7]=[C:6]([CH2:8][NH:9][C:10]([NH2:26])=[N:11][C:12](=[O:25])[CH2:13][C:14]2[C:22]3[C:17](=[CH:18][CH:19]=[C:20](OC)[CH:21]=3)[NH:16][CH:15]=2)[CH:5]=[C:4]([Cl:27])[C:3]=1[NH:28]C(=O)C.[Br:32]C1C=C2C(=CC=1)NC=C2CC(O)=O.ClC1C=C(C=C(Cl)C=1N)CN>>[NH2:28][C:3]1[C:2]([Cl:1])=[CH:7][C:6]([CH2:8][NH:9][C:10]([NH:11][C:12](=[O:25])[CH2:13][C:14]2[C:22]3[C:17](=[CH:18][CH:19]=[C:20]([Br:32])[CH:21]=3)[NH:16][CH:15]=2)=[NH:26])=[CH:5][C:4]=1[Cl:27]. Reported procedure: In a manner similar to that used in the preparation of the compound of example 2, but using 2-(5-bromo-1H-indol-3-yl)acetic acid in step 17 (A) and 3,5-Dichloro-4-aminobenzylamine (preparation A) in step 17 (B), the title compound was prepared. MS (ESI) (M+H)+=467.90/469.86/471.83 1H-NMR (500 MHz, CD3OD) δ 7.71 (s, 1 H), 7.32 (m, 2 H), 7.16-7.28 (m, 3 H), 4.35 (s, 2 H), 3.93 (s, 2 H). Starting materials: CC(=O)O[BH-](OC(C)=O)OC(C)=O, O=C([O-])[O-], OCCNCc1ccccc1, CC#N, CCOC(C)=O, CC(=O)O, CC(C)N(C)c1cnc(C=O)c(Cl)n1, [K+], [K+], [Na+]. Product: CC(C)N(C)c1cnc(CN(CCO)Cc2ccccc2)c(Cl)n1. Reaction SMILES: [C:1]([O:2][BH-:3]([O:4][C:5](=[O:6])[CH3:7])[O:8][C:9](=[O:10])[CH3:11])(=[O:12])[CH3:13].[C:40](=[O:41])([O-:42])[O-:43].[CH2:29]([c:30]1[cH:31][cH:32][cH:33][cH:34][cH:35]1)[NH:36][CH2:37][CH2:38][OH:39].[CH3:46][C:47]#[N:48].[CH3:49][CH2:50][O:51][C:52](=[O:53])[CH3:54].[CH3:55][C:56](=[O:57])[OH:58].[Cl:15][c:16]1[c:17]([CH:27]=[O:28])[n:18][cH:19][c:20]([N:22]([CH:23]([CH3:24])[CH3:25])[CH3:26])[n:21]1.[K+:44].[K+:45].[Na+:14]>>[Cl:15][c:16]1[c:17]([CH2:27][N:36]([CH2:29][c:30]2[cH:31][cH:32][cH:33][cH:34][cH:35]2)[CH2:37][CH2:38][OH:39])[n:18][cH:19][c:20]([N:22]([CH:23]([CH3:24])[CH3:25])[CH3:26])[n:21]1. Reactants: CCOC(=O)CN=C(c1ccccc1)c1ccccc1NC1CCN(C)CC1, N, O, O=C(O)C(F)(F)F. Product: CN1CCC(N2C(=O)CN=C(c3ccccc3)c3ccccc32)CC1. As a reaction SMILES: [CH3:1][N:2]1[CH2:3][CH2:4][CH:5]([NH:8][c:9]2[c:10]([C:15]([c:16]3[cH:17][cH:18][cH:19][cH:20][cH:21]3)=[N:22][CH2:23][C:24]([O:26][CH2:25][CH3:27])=[O:28])[cH:11][cH:12][cH:13][cH:14]2)[CH2:6][CH2:7]1.[NH3:30].[OH2:29].[OH:31][C:32]([C:33]([F:34])([F:35])[F:36])=[O:37]>>[CH3:1][N:2]1[CH2:3][CH2:4][CH:5]([N:8]2[c:9]3[c:10]([cH:11][cH:12][cH:13][cH:14]3)[C:15]([c:16]3[cH:17][cH:18][cH:19][cH:20][cH:21]3)=[N:22][CH2:23][C:24]2=[O:26])[CH2:6][CH2:7]1. Reactants: O=C(Cn1cccc(OCc2ccccc2)c1=O)N(Cc1ccccc1)c1ccccc1, CCO, [H][H]. The product is O=C(Cn1cccc(O)c1=O)N(Cc1ccccc1)c1ccccc1. RXN SMILES: [CH2:1]([c:2]1[cH:3][cH:4][cH:5][cH:6][cH:7]1)[O:8][c:9]1[c:10](=[O:32])[n:11]([CH2:15][C:16]([N:17]([CH2:18][c:19]2[cH:20][cH:21][cH:22][cH:23][cH:24]2)[c:25]2[cH:26][cH:27][cH:28][cH:29][cH:30]2)=[O:31])[cH:12][cH:13][cH:14]1.[CH3:35][CH2:36][OH:37].[H:33][H:34]>>[OH:8][c:9]1[c:10](=[O:32])[n:11]([CH2:15][C:16]([N:17]([CH2:18][c:19]2[cH:20][cH:21][cH:22][cH:23][cH:24]2)[c:25]2[cH:26][cH:27][cH:28][cH:29][cH:30]2)=[O:31])[cH:12][cH:13][cH:14]1.